Dataset: the Open Reaction Database (ORD), a public repository of structured organic reaction records. Task: describe an organic reaction: reactants, conditions, products, and yield Starting materials: CC(C)(C)OC(=O)N1CCN(c2ccc(-c3nc4ccc(N)cc4s3)cn2)CC1, ClCCl, Cl, O=C(O)C(F)(F)F. Yields the product Nc1ccc2nc(-c3ccc(N4CCNCC4)nc3)sc2c1. Reaction SMILES: [C:1]([O:2][C:3](=[O:4])[N:8]1[CH2:9][CH2:10][N:11]([c:14]2[n:15][cH:16][c:17](-[c:20]3[s:21][c:22]4[c:23]([n:24]3)[cH:25][cH:26][c:27]([NH2:29])[cH:28]4)[cH:18][cH:19]2)[CH2:12][CH2:13]1)([CH3:5])([CH3:6])[CH3:7].[Cl:38][CH2:39][Cl:40].[ClH:37].[F:30][C:31]([F:32])([F:33])[C:34]([OH:35])=[O:36]>>[NH:8]1[CH2:9][CH2:10][N:11]([c:14]2[n:15][cH:16][c:17](-[c:20]3[s:21][c:22]4[c:23]([n:24]3)[cH:25][cH:26][c:27]([NH2:29])[cH:28]4)[cH:18][cH:19]2)[CH2:12][CH2:13]1. Starting materials: C[Si](C)(C)C#N, O=C1CC(CF)(CF)Oc2ccc([N+](=O)[O-])cc21, [I-], [I-], O, O=P(Cl)(Cl)Cl, [Zn+2], c1ccccc1, c1ccncc1. Product: N#CC1=CC(CF)(CF)Oc2ccc([N+](=O)[O-])cc21. RXN SMILES: [CH3:1][Si:2]([CH3:3])([CH3:4])[C:5]#[N:6].[F:7][CH2:8][C:9]1([CH2:23][F:24])[O:10][c:11]2[c:12]([cH:16][c:17]([N+:20](=[O:21])[O-:22])[cH:18][cH:19]2)[C:13](=[O:15])[CH2:14]1.[I-:36].[I-:38].[OH2:39].[P:31]([Cl:32])([Cl:33])([Cl:34])=[O:35].[Zn+2:37].[cH:25]1[cH:26][cH:27][cH:28][cH:29][cH:30]1.[cH:40]1[cH:41][cH:42][n:43][cH:44][cH:45]1>>[C:5](#[N:6])[C:13]1=[CH:14][C:9]([CH2:8][F:7])([CH2:23][F:24])[O:10][c:11]2[c:12]1[cH:16][c:17]([N+:20](=[O:21])[O-:22])[cH:18][cH:19]2. Starting materials: C1(CC1)C(=O)N1CCC(CC1)C1=CC=C(COC2=C(C=CC=C2F)C2=CC=CC(=N2)N2N=CC(=C2C(F)(F)F)C(=O)OCC)C=C1 (Ethyl 1-{6-[2-({4-[1-(cyclopropylcarbonyl)piperidin-4-yl]benzyl}oxy)-3-fluorophenyl]pyridin-2-yl}-5-(trifluoromethyl)-1H-pyrazole-4-carboxylate), [OH-].[Li+] (lithium hydroxide), O1CCOCC1 (1,4-dioxane), Cl (hydrochloric acid), O1CCOCC1 (1,4-dioxane). Reaction conditions: temperature 50 celsius, time 2 hour. Yields the product C(=O)(C(F)(F)F)O (TFA), C1(CC1)C(=O)N1CCC(CC1)C1=CC=C(COC2=C(C=CC=C2F)C2=CC=CC(=N2)N2N=CC(=C2C(F)(F)F)C(=O)O)C=C1 (1-{6-[2-({4-[1-(cyclopropylcarbonyl)piperidin-4-yl]benzyl}oxy)-3-fluorophenyl]pyridin-2-yl}-5-(trifluoromethyl)-1H-pyrazole-4-carboxylic acid). RXN SMILES: [CH:1]1([C:4]([N:6]2[CH2:11][CH2:10][CH:9]([C:12]3[CH:46]=[CH:45][C:15]([CH2:16][O:17][C:18]4[C:23]([F:24])=[CH:22][CH:21]=[CH:20][C:19]=4[C:25]4[N:30]=[C:29]([N:31]5[C:35]([C:36]([F:39])([F:38])[F:37])=[C:34]([C:40]([O:42]CC)=[O:41])[CH:33]=[N:32]5)[CH:28]=[CH:27][CH:26]=4)=[CH:14][CH:13]=3)[CH2:8][CH2:7]2)=[O:5])[CH2:3][CH2:2]1.[OH-:47].[Li+].Cl.[O:50]1CCOCC1>>[C:35]([OH:50])([C:36]([F:39])([F:38])[F:37])=[O:47].[CH:1]1([C:4]([N:6]2[CH2:7][CH2:8][CH:9]([C:12]3[CH:13]=[CH:14][C:15]([CH2:16][O:17][C:18]4[C:23]([F:24])=[CH:22][CH:21]=[CH:20][C:19]=4[C:25]4[N:30]=[C:29]([N:31]5[C:35]([C:36]([F:39])([F:38])[F:37])=[C:34]([C:40]([OH:42])=[O:41])[CH:33]=[N:32]5)[CH:28]=[CH:27][CH:26]=4)=[CH:45][CH:46]=3)[CH2:10][CH2:11]2)=[O:5])[CH2:3][CH2:2]1 |f:1.2|. Reported procedure: To a solution of the title compound from Example 6 Step A (44 mg, 0.07 mmol) in 1,4-dioxane (2 mL) was added lithium hydroxide (1.0 mL, 2.0 M in water, 2.00 mmol), and the resulting mixture was stirred at 50° C. After 2 h, the reaction mixture was rendered acidic by addition of aqueous hydrochloric acid (1.5 mL), then was diluted with 1,4-dioxane and passed though a 0.45 micron syringe filter. Purification by reverse phase HPLC (40 to 100% acetonitrile in water, each with 0.1% v/v TFA) provided ...